From a dataset of the Open Reaction Database (ORD), a public repository of structured organic reaction records. describe an organic reaction: reactants, conditions, products, and yield Starting materials: ClCC#CCC (1-chloro-pent-2-yne), COC(=O)[C@@H]1N(C[C@@H](O[C@H]1C)C)S(=O)(=O)C1=CC=C(C=C1)O ((2S,3R,6S)-4-(4-Hydroxy-benzenesulfonyl)-2,6-dimethyl-morpholine-3-carboxylic acid methyl ester). Product: COC(=O)[C@@H]1N(C[C@@H](O[C@H]1C)C)S(=O)(=O)C1=CC=C(C=C1)OCC#CCC ((2S,3R,6S)-2,6-DIMETHYL-4-(4-PENT-2-YNYLOXY-BENZENESULFONYL)-MORPHOLINE-3-CARBOXYLIC ACID METHYL ESTER). RXN SMILES: Cl[CH2:2][C:3]#[C:4][CH2:5][CH3:6].[CH3:7][O:8][C:9]([C@H:11]1[C@H:16]([CH3:17])[O:15][C@@H:14]([CH3:18])[CH2:13][N:12]1[S:19]([C:22]1[CH:27]=[CH:26][C:25]([OH:28])=[CH:24][CH:23]=1)(=[O:21])=[O:20])=[O:10]>>[CH3:7][O:8][C:9]([C@H:11]1[C@H:16]([CH3:17])[O:15][C@@H:14]([CH3:18])[CH2:13][N:12]1[S:19]([C:22]1[CH:23]=[CH:24][C:25]([O:28][CH2:2][C:3]#[C:4][CH2:5][CH3:6])=[CH:26][CH:27]=1)(=[O:21])=[O:20])=[O:10]. Reported procedure: The title compound was prepared in a manner similar to Preparation 3 from 1-chloro-pent-2-yne and (2S,3R,6S)-4-(4-Hydroxy-benzenesulfonyl)-2,6-dimethyl-morpholine-3-carboxylic acid methyl ester. 1HNMR (400 MHz, CDCl3): δ=7.70 (d, J=8.9 Hz, 2H), 7.0 (d, J=8.9 Hz, 2H), 4.71 (bs, 2H), 4.52 (q, J=7.0 Hz, 1H), 4.27 (s, 1H), 3.97 (m, 1H), 3.54 (s, 3H), 2.98 (dd, J=12.1 and 10.8, 1H), 2.21 (m, 2H), 1.44 (d, J=6.9 Hz, 3H), 1.11 (t, J=7.5 Hz, 3H), 1.05 (d, J=6.0 Hz, 3H).